Dataset: the Open Reaction Database (ORD), a public repository of structured organic reaction records. Task: describe an organic reaction: reactants, conditions, products, and yield Starting materials: C(#N)[BH3-].[Na+] (sodium cyanoborohydride), C(C)(=O)O (acetic acid), CC1=C2C=NNC2=CC=C1O[C@H]1C[C@H](CCC1)N (cis-3-[(4-Methyl-1H-indazol-5-yl)oxy]cyclohexanamine), C(CCCC=O)=O (glutaraldehyde). Solvent: CO (methanol), C(Cl)(Cl)Cl (chloroform). Conditions: time 40 minute. The product is CC1=C2C=NNC2=CC=C1O[C@@H]1C[C@@H](CCC1)N1CCCCC1 (4-methyl-5-[(cis-3-piperidin-1-ylcyclohexyl)oxy]-1H-indazole). Isolated yield 72.0%. Reaction SMILES: [CH3:1][C:2]1[C:10]([O:11][C@@H:12]2[CH2:17][CH2:16][CH2:15][C@H:14]([NH2:18])[CH2:13]2)=[CH:9][CH:8]=[C:7]2[C:3]=1[CH:4]=[N:5][NH:6]2.[CH:19](=O)[CH2:20][CH2:21][CH2:22][CH:23]=O.C([BH3-])#N.[Na+].C(O)(=O)C>CO.C(Cl)(Cl)Cl>[CH3:1][C:2]1[C:10]([O:11][C@H:12]2[CH2:17][CH2:16][CH2:15][C@@H:14]([N:18]3[CH2:23][CH2:22][CH2:21][CH2:20][CH2:19]3)[CH2:13]2)=[CH:9][CH:8]=[C:7]2[C:3]=1[CH:4]=[N:5][NH:6]2 |f:2.3|. Reported procedure: Under nitrogen, the cis-3-[(4-methyl-1H-indazol-5-yl)oxy]cyclohexanamine (100 mg, 0.403 mmol) obtained in Example 411 and 25%-glutaraldehyde (187 mg, 0.448 mmol) were dissolved in methanol (10 ml), and the resulting solution was stirred at room temperature for 40 minutes. Then, sodium cyanoborohydride (51 mg, 0.815 mmol) and acetic acid (0.2 ml) were added thereto, and the resulting mixture was stirred at room temperature for 16 hours. The reaction solution was diluted with chloroform and separa... Reactants: C[Si](C)(C)[N-][Si](C)(C)C.[Na+] (sodium bis(trimethylsilyl)amide), O=C1C[C@@H]([C@H](CC1)C(=O)OC(C)(C)C)C(=O)OCC1=CC=CC=C1 ((1S,2S)-1-tert-butyl 2-benzyl 4-oxocyclohexane-1,2-dicarboxylate), C1CCOC1 (THF). Reagents/catalysts: [Br-].C[P+](C1=CC=CC=C1)(C1=CC=CC=C1)C1=CC=CC=C1 (Methyl triphenylphosphonium bromide). Run in C1(=CC=CC=C1)C (toluene), C1(=CC=CC=C1)C (toluene). Reaction conditions: temperature -10 celsius, time 2 hour. The product is C=C1C[C@@H]([C@H](CC1)C(=O)OC(C)(C)C)C(=O)OCC1=CC=CC=C1 ((1S,2S)-1-tert-butyl 2-benzyl 4-methylenecyclohexane-1,2-dicarboxylate). Reaction SMILES: C[Si]([N-][Si](C)(C)C)(C)C.[Na+].[CH2:11]1COCC1.O=[C:17]1[CH2:22][CH2:21][C@H:20]([C:23]([O:25][C:26]([CH3:29])([CH3:28])[CH3:27])=[O:24])[C@@H:19]([C:30]([O:32][CH2:33][C:34]2[CH:39]=[CH:38][CH:37]=[CH:36][CH:35]=2)=[O:31])[CH2:18]1>[Br-].C[P+](C1C=CC=CC=1)(C1C=CC=CC=1)C1C=CC=CC=1.C1(C)C=CC=CC=1>[CH2:11]=[C:17]1[CH2:22][CH2:21][C@H:20]([C:23]([O:25][C:26]([CH3:29])([CH3:28])[CH3:27])=[O:24])[C@@H:19]([C:30]([O:32][CH2:33][C:34]2[CH:39]=[CH:38][CH:37]=[CH:36][CH:35]=2)=[O:31])[CH2:18]1 |f:0.1,4.5|. Procedure details: Methyl triphenylphosphonium bromide (1.9 g, 5.32 mmole) and sodium bis(trimethylsilyl)amide (1.0 M in THF, 5.32 ml, 5.32 mmole) in toluene (15 ml)/THF (5 mL) solution was combined with a solution of (1S,2S)-1-tert-butyl 2-benzyl 4-oxocyclohexane-1,2-dicarboxylate (1.0 g, 4.09 mmole) in toluene (15 mL) at −10° C. The resulting mixture was stirred at r.t. for 2 hours at −10° C. and at r.t for 2 hours. TLC showed starting material was consumed. The mixture was diluted with EtOAc, and the resulting ... The reactants are CC1(C)Cc2c(c(C(C)(C)C)cc(OC(=O)C(C)(C)C)c2C(C)(C)C)O1, CC(C)C[AlH]CC(C)C, CCCCCC. Product: CC1(C)Cc2c(c(C(C)(C)C)cc(O)c2C(C)(C)C)O1. As a reaction SMILES: [C:10]([CH3:11])([CH3:12])([CH3:13])[c:14]1[c:15]([O:29][C:30](=[O:31])[C:32]([CH3:33])([CH3:34])[CH3:35])[cH:16][c:17]([C:25]([CH3:26])([CH3:27])[CH3:28])[c:18]2[c:19]1[CH2:20][C:21]([CH3:23])([CH3:24])[O:22]2.[CH3:1][CH:2]([CH2:3][AlH:4][CH2:5][CH:6]([CH3:7])[CH3:8])[CH3:9].[CH3:36][CH2:37][CH2:38][CH2:39][CH2:40][CH3:41]>>[C:10]([CH3:11])([CH3:12])([CH3:13])[c:14]1[c:15]([OH:29])[cH:16][c:17]([C:25]([CH3:26])([CH3:27])[CH3:28])[c:18]2[c:19]1[CH2:20][C:21]([CH3:23])([CH3:24])[O:22]2. Starting materials: O=C(O)C=Cc1ccc(C(F)(F)F)nc1NCc1ccccc1, Cl, CC(N)c1ccc(NS(C)(=O)=O)c(F)c1. Product: CC(NC(=O)C=Cc1ccc(C(F)(F)F)nc1NCc1ccccc1)c1ccc(NS(C)(=O)=O)c(F)c1. RXN SMILES: [CH2:17]([c:18]1[cH:19][cH:20][cH:21][cH:22][cH:23]1)[NH:24][c:25]1[n:26][c:27]([C:36]([F:37])([F:38])[F:39])[cH:28][cH:29][c:30]1[CH:31]=[CH:32][C:33](=[O:34])[OH:35].[ClH:16].[NH2:1][CH:2]([CH3:3])[c:4]1[cH:5][c:6]([F:15])[c:7]([NH:10][S:11](=[O:12])(=[O:13])[CH3:14])[cH:8][cH:9]1>>[NH:1]([CH:2]([CH3:3])[c:4]1[cH:5][c:6]([F:15])[c:7]([NH:10][S:11](=[O:12])(=[O:13])[CH3:14])[cH:8][cH:9]1)[C:33]([CH:32]=[CH:31][c:30]1[c:25]([NH:24][CH2:17][c:18]2[cH:19][cH:20][cH:21][cH:22][cH:23]2)[n:26][c:27]([C:36]([F:37])([F:38])[F:39])[cH:28][cH:29]1)=[O:34]. Reactants: CO, [Li+], C1CCOC1, [OH-], O, CCOC(=O)c1cccc(NC(=O)NC2CN(C(=O)CC(C)C)c3ccc(C)cc3N(CC(=O)c3ccccc3C)C2=O)c1. The product is Cc1ccc2c(c1)N(CC(=O)c1ccccc1C)C(=O)C(NC(=O)Nc1cccc(C(=O)O)c1)CN2C(=O)CC(C)C. As a reaction SMILES: [CH3:53][OH:54].[Li+:47].[O:48]1[CH2:49][CH2:50][CH2:51][CH2:52]1.[OH-:46].[OH2:45].[c:1]1([CH3:44])[c:2]([C:7](=[O:8])[CH2:9][N:10]2[C:11](=[O:43])[CH:12]([NH:28][C:29](=[O:30])[NH:31][c:32]3[cH:33][c:34]([C:38](=[O:39])[O:40][CH2:41][CH3:42])[cH:35][cH:36][cH:37]3)[CH2:13][N:14]([C:22]([CH2:23][CH:24]([CH3:25])[CH3:26])=[O:27])[c:15]3[c:16]2[cH:17][c:18]([CH3:21])[cH:19][cH:20]3)[cH:3][cH:4][cH:5][cH:6]1>>[c:1]1([CH3:44])[c:2]([C:7](=[O:8])[CH2:9][N:10]2[C:11](=[O:43])[CH:12]([NH:28][C:29](=[O:30])[NH:31][c:32]3[cH:33][c:34]([C:38](=[O:39])[OH:40])[cH:35][cH:36][cH:37]3)[CH2:13][N:14]([C:22]([CH2:23][CH:24]([CH3:25])[CH3:26])=[O:27])[c:15]3[c:16]2[cH:17][c:18]([CH3:21])[cH:19][cH:20]3)[cH:3][cH:4][cH:5][cH:6]1. Reactants: IC (iodomethane), C(C)(C)C1=CC=C(C=C1)S(=O)(=O)NC(C(OC1=C(C=C(C=C1)C(=O)OC)CCC)C1=CC2=C(C=C1)OCO2)=O (N-(4-iso-propylbenzenesulfonyl)-α-(4-carbomethoxy-2-n-propylphenoxy)-3,4-methylenedioxyphenylacetamide), solution, C[Si](C)(C)[NH-].C[Si](C)(C)[NH-].[Li+].[Li+] (lithium bis(trimethylsilylamide)). Solvent: C1CCOC1 (THF), C1CCOC1 (THF). Conditions: temperature -78 celsius, time 1 hour. The product is C(C)(C)C1=CC=C(C=C1)S(=O)(=O)NC(C(C)(OC1=C(C=C(C=C1)C(=O)OC)CCC)C1=CC2=C(C=C1)OCO2)=O (N-(4-iso-propylbenzenesulfonyl)-α-(2-n-propy-4-methoxycarbonylphenoxy)-α-methyl-3,4-methylenedioxyphenylacetamide). Isolated yield 55.0%. Reaction SMILES: [CH:1]([C:4]1[CH:9]=[CH:8][C:7]([S:10]([NH:13][C:14](=[O:39])[CH:15]([C:30]2[CH:35]=[CH:34][C:33]3[O:36][CH2:37][O:38][C:32]=3[CH:31]=2)[O:16][C:17]2[CH:22]=[CH:21][C:20]([C:23]([O:25][CH3:26])=[O:24])=[CH:19][C:18]=2[CH2:27][CH2:28][CH3:29])(=[O:12])=[O:11])=[CH:6][CH:5]=1)([CH3:3])[CH3:2].[CH3:40][Si]([NH-])(C)C.C[Si]([NH-])(C)C.[Li+].[Li+].IC>C1COCC1>[CH:1]([C:4]1[CH:5]=[CH:6][C:7]([S:10]([NH:13][C:14](=[O:39])[C:15]([C:30]2[CH:35]=[CH:34][C:33]3[O:36][CH2:37][O:38][C:32]=3[CH:31]=2)([O:16][C:17]2[CH:22]=[CH:21][C:20]([C:23]([O:25][CH3:26])=[O:24])=[CH:19][C:18]=2[CH2:27][CH2:28][CH3:29])[CH3:40])(=[O:12])=[O:11])=[CH:8][CH:9]=1)([CH3:2])[CH3:3] |f:1.2.3.4|. Reported procedure: To a solution of 0.516 g (0.93 mmol) of the product of Example 57 dissolved in 1.0 mL of anhydrous THF was added 2.80 mL (2.80 mmol) of a 1.0 M solution of lithium bis(trimethylsilylamide) in THF at -78° C. under a nitrogen atmosphere. The reaction mixture was magnetically stirred at -78° C. for 1 hour, then 174 μL (2.80 mmol) of iodomethane was added via syringe. The reaction was allowed to warm to room temperature and was stirred an additional 14 hours. The reaction was next quenched with exce...